This data is from the Open Reaction Database (ORD), a public repository of structured organic reaction records. The task is: describe an organic reaction: reactants, conditions, products, and yield Reactants: CCC(CC(CC)=O)=O (3,5-heptanedione), Cl.COC1=CC=C(C=C1)NN (4-methoxyphenylhydrazine hydrochloride). Run in C(C)O (ethanol). Yields the product C(C)C1=NN(C(=C1)CC)C1=CC=C(C=C1)OC (3,5-Diethyl-1-(4-methoxyphenyl)-1H-pyrazole). Yield: 49.7%. As a reaction SMILES: [CH3:1][CH2:2][C:3](=O)[CH2:4][C:5](=O)[CH2:6][CH3:7].Cl.[CH3:11][O:12][C:13]1[CH:18]=[CH:17][C:16]([NH:19][NH2:20])=[CH:15][CH:14]=1>C(O)C>[CH2:2]([C:3]1[CH:4]=[C:5]([CH2:6][CH3:7])[N:19]([C:16]2[CH:17]=[CH:18][C:13]([O:12][CH3:11])=[CH:14][CH:15]=2)[N:20]=1)[CH3:1] |f:1.2|. Reported procedure: A solution of 3,5-heptanedione (1.06 mL, 7.80 mmol) and 4-methoxyphenylhydrazine hydrochloride (1.49 g, 8.58 mmol) in ethanol (25 mL) was stirred at 60° C. overnight. After the reaction was concentrated, the residue was partitioned between 1 N HCl and ethyl acetate. The ethyl acetate layer was washed two times with 1 N HCl. The organic layer was dried (MgSO4) and concentrated to give 893 mg of the title compound. LC-MS (C14H18N2O calculated 230) m/z 231 (M+H). Starting materials: Cc1ccc(SC(c2cnc(Br)cc2C)c2cc(F)ccc2F)cc1, [Li]CCCC, CN(C)C=O, Cc1ccccc1, O. Product: Cc1ccc(SC(c2cnc(C=O)cc2C)c2cc(F)ccc2F)cc1. RXN SMILES: [Br:1][c:2]1[n:3][cH:4][c:5]([CH:9]([S:10][c:11]2[cH:12][cH:13][c:14]([CH3:17])[cH:15][cH:16]2)[c:18]2[c:19]([F:25])[cH:20][cH:21][c:22]([F:24])[cH:23]2)[c:6]([CH3:8])[cH:7]1.[CH2:26]([Li:27])[CH2:28][CH2:29][CH3:30].[CH3:31][N:32]([CH:33]=[O:34])[CH3:35].[CH3:37][c:38]1[cH:39][cH:40][cH:41][cH:42][cH:43]1.[OH2:36]>>[c:2]1([CH:33]=[O:34])[n:3][cH:4][c:5]([CH:9]([S:10][c:11]2[cH:12][cH:13][c:14]([CH3:17])[cH:15][cH:16]2)[c:18]2[c:19]([F:25])[cH:20][cH:21][c:22]([F:24])[cH:23]2)[c:6]([CH3:8])[cH:7]1. The reactants are COC(=O)C#CC(=O)OC, CO, CC(O)CCCC(C(N)=NO)N(C)C(=O)OC(C)(C)C. Yields the product COC(=O)C=C(ON=C(N)C(CCCC(C)O)N(C)C(=O)OC(C)(C)C)C(=O)OC. RXN SMILES: [C:21](#[C:22][C:23](=[O:24])[O:25][CH3:26])[C:27](=[O:28])[O:29][CH3:30].[CH3:31][OH:32].[NH2:1][C:2]([CH:3]([CH2:4][CH2:5][CH2:6][CH:7]([CH3:8])[OH:9])[N:10]([C:11]([O:12][C:13]([CH3:14])([CH3:15])[CH3:16])=[O:17])[CH3:18])=[N:19][OH:20]>>[NH2:1][C:2]([CH:3]([CH2:4][CH2:5][CH2:6][CH:7]([CH3:8])[OH:9])[N:10]([C:11]([O:12][C:13]([CH3:14])([CH3:15])[CH3:16])=[O:17])[CH3:18])=[N:19][O:20][C:22](=[CH:21][C:27](=[O:28])[O:29][CH3:30])[C:23](=[O:24])[O:25][CH3:26]. Run in CN(C)C=O (DMF). Starting materials: C(C)(=O)O[BH-](OC(C)=O)OC(C)=O.[Na+] (sodium triacetoxyborohydride), C(C)(=O)O (Acetic acid), NC[C@H](O)C=1C=CC(=C(C1)NS(=O)(=O)C)O (N-{5-[(1R)-2-amino-1-hydroxyethyl]-2-hydroxyphenyl}methanesulfonamide), O=C1SC(C(N1CC(=O)OC(C)(C)C)=O)CC1=CC=C(C=C1)N1CCC(CC1)=O (tert-Butyl 2-{2,4-dioxo-5-[4-(4-oxo-1-piperidineyl)benzyl]-1,3-thiazolidin-3-yl}acetate). RXN SMILES: C(O)(=O)C.[NH2:5][CH2:6][C@@H:7]([C:9]1[CH:10]=[CH:11][C:12]([OH:20])=[C:13]([NH:15][S:16]([CH3:19])(=[O:18])=[O:17])[CH:14]=1)[OH:8].[O:21]=[C:22]1[N:26]([CH2:27][C:28]([O:30][C:31]([CH3:34])([CH3:33])[CH3:32])=[O:29])[C:25](=[O:35])[CH:24]([CH2:36][C:37]2[CH:42]=[CH:41][C:40]([N:43]3[CH2:48][CH2:47][C:46](=O)[CH2:45][CH2:44]3)=[CH:39][CH:38]=2)[S:23]1.C(O[BH-](OC(=O)C)OC(=O)C)(=O)C.[Na+]>CN(C=O)C>[C:31]([O:30][C:28](=[O:29])[CH2:27][N:26]1[C:25](=[O:35])[CH:24]([CH2:36][C:37]2[CH:42]=[CH:41][C:40]([N:43]3[CH2:44][CH2:45][CH:46]([NH:5][CH2:6][C@H:7]([OH:8])[C:9]4[CH:10]=[CH:11][C:12]([OH:20])=[C:13]([NH:15][S:16]([CH3:19])(=[O:18])=[O:17])[CH:14]=4)[CH2:47][CH2:48]3)=[CH:39][CH:38]=2)[S:23][C:22]1=[O:21])([CH3:34])([CH3:32])[CH3:33] |f:3.4|. Yields the product C(C)(C)(C)OC(CN1C(SC(C1=O)CC1=CC=C(C=C1)N1CCC(CC1)NC[C@@H](C1=CC(=C(C=C1)O)NS(=O)(=O)C)O)=O)=O (5-[[4-[4-[[(R)-2-Hydroxy-2-[4-hydroxy-3-[(methylsulfonyl)amino]phenyl]ethyl]amino]-1-piperidineyl]phenyl]methyl]-2,4-dioxo-3-thiazolidineacetic acid tert-butyl-ester). Isolated yield 68.5%. Run at time 20 minute. Reported procedure: Acetic acid (0.12 mL, 2.16 mmol) was added to a mixture of N-{5-[(1R)-2-amino-1-hydroxyethyl]-2-hydroxyphenyl}methanesulfonamide (266 mg, 1.08 mmol) (which was obtained in Example 10), tert-butyl 2-{2,4-dioxo-5-[4-(4-oxo-1-piperidineyl)benzyl]-1,3-thiazolidin-3-yl}acetate (450 mg, 1.08 mmol) (which was obtained in Example 49), and DMF (5 mL). The mixture was stirred for 20 minutes and then, sodium triacetoxyborohydride (276 mg, 1.3 mmol) was added, and the new mixture was stirred at room tempera... The reactants are ClC1=CC=C(CNC(=O)C=2C(C3=C(N(C2)C)C(=C(S3)CCl)C)=O)C=C1 (N-(4-chlorobenzyl)-2-(chloromethyl)-3,4-dimethyl-7-oxo-4,7-dihydrothieno[3,2-b]pyridine-6-carboxamide), CNCC(O)C=1C=[N+](C=CC1)[O-] (2-(methylamino)-1-(1-oxidopyridin-3-yl)ethanol), C(C)(C)N(CC)C(C)C (diisopropylethylamine). Run in CN(C)C=O (DMF), O (water). Conditions: time 20 hour. Product: ClC1=CC=C(CNC(=O)C=2C(C3=C(N(C2)C)C(=C(S3)CN(C)CC(C=3C=[N+](C=CC3)[O-])O)C)=O)C=C1 (N-(4-chlorobenzyl)-2-{[[2-hydroxy-2-(1 -oxidopyridin-3-yl)ethyl](methyl)amino]methyl}-3,4-dimethyl-7-oxo-4,7-dihydrothieno[3,2-b]pyridine-6-carboxamide). The yield is 59.4%. As a reaction SMILES: [Cl:1][C:2]1[CH:25]=[CH:24][C:5]([CH2:6][NH:7][C:8]([C:10]2[C:11](=[O:23])[C:12]3[S:19][C:18]([CH2:20]Cl)=[C:17]([CH3:22])[C:13]=3[N:14]([CH3:16])[CH:15]=2)=[O:9])=[CH:4][CH:3]=1.[CH3:26][NH:27][CH2:28][CH:29]([C:31]1[CH:32]=[N+:33]([O-:37])[CH:34]=[CH:35][CH:36]=1)[OH:30].C(N(C(C)C)CC)(C)C>CN(C=O)C.O>[Cl:1][C:2]1[CH:3]=[CH:4][C:5]([CH2:6][NH:7][C:8]([C:10]2[C:11](=[O:23])[C:12]3[S:19][C:18]([CH2:20][N:27]([CH2:28][CH:29]([OH:30])[C:31]4[CH:32]=[N+:33]([O-:37])[CH:34]=[CH:35][CH:36]=4)[CH3:26])=[C:17]([CH3:22])[C:13]=3[N:14]([CH3:16])[CH:15]=2)=[O:9])=[CH:24][CH:25]=1. Reported procedure: A mixture of N-(4-chlorobenzyl)-2-(chloromethyl)-3,4-dimethyl-7-oxo-4,7-dihydrothieno[3,2-b]pyridine-6-carboxamide (135 mg, 0.342 mmol), 2-(methylamino)-1-(1-oxidopyridin-3-yl)ethanol (Preparation 86, 69 mg, 0.50 mmol) and diisopropylethylamine (89 μL, 0.51 mmol) in dry DMF (5.0 mL) was stirred for 20 hours at room temperature. The solution was then diluted with water (20 mL). The resulting precipitate was collected by filtration and the collected solid was dried in vacuo, providing 107 mg of th... Starting materials: COc1ccc(S(=O)(=O)n2cc(OC(C)=O)c3cc(Br)ccc32)cc1, CO, Cl, [K+], [OH-]. The product is COc1ccc(S(=O)(=O)n2cc(O)c3cc(Br)ccc32)cc1. Reaction SMILES: [Br:1][c:2]1[cH:3][c:4]2[c:5]([O:22][C:23](=[O:24])[CH3:25])[cH:6][n:7]([S:11](=[O:12])(=[O:13])[c:14]3[cH:15][cH:16][c:17]([O:20][CH3:21])[cH:18][cH:19]3)[c:8]2[cH:9][cH:10]1.[CH3:29][OH:30].[ClH:28].[K+:27].[OH-:26]>>[Br:1][c:2]1[cH:3][c:4]2[c:5]([OH:22])[cH:6][n:7]([S:11](=[O:12])(=[O:13])[c:14]3[cH:15][cH:16][c:17]([O:20][CH3:21])[cH:18][cH:19]3)[c:8]2[cH:9][cH:10]1. Reactants: C(C=C)Br (allyl bromide), [Cu]C#N (copper (I) cyanide), [Cl-].[Li+] (lithium chloride), solution, COC=1C=C(C=C(C1)OC)[Mg]Cl (3,5-dimethoxyphenylmagnesium chloride). Run in C1CCOC1 (THF), C1CCOC1 (THF). Run at time 5 minute. The product is C(C=C)C1=CC(=CC(=C1)OC)OC (1-Allyl-3,5-dimethoxybenzene). As a reaction SMILES: [Cu]C#N.[Cl-].[Li+].[CH3:6][O:7][C:8]1[CH:9]=[C:10]([Mg]Cl)[CH:11]=[C:12]([O:14][CH3:15])[CH:13]=1.[CH2:18](Br)[CH:19]=[CH2:20]>C1COCC1>[CH2:20]([C:10]1[CH:9]=[C:8]([O:7][CH3:6])[CH:13]=[C:12]([O:14][CH3:15])[CH:11]=1)[CH:19]=[CH2:18] |f:1.2|. Reported procedure: To a stirred solution of 1.49 g (16.5 mmol) of copper (I) cyanide and 1.39 g (33 mmol) of lithium chloride in 40 mL of THF was added dropwise 15 mL of a 1 M solution of 3,5-dimethoxyphenylmagnesium chloride in THF at −78° C. After stirring for 5 min, 2.5 mL (3.6 g, 30 mmol) of allyl bromide was added dropwise, and the resulting solution was stirred for 16 h while slowly warming to room temperature. The reaction mixture was quenched by slowly adding saturated NH4Cl(aq) and stirring for 5 min. The... The reactants are O (H2O), COC(=O)[C@H]1[C@@]2(CC[C@@H]3C(O[C@@H](C[C@@]3([C@H]2C([C@@H](C1)Br)=O)C)C1=COC=C1)=O)C ((2S,4aS,6aR,7R,9R,10aS,10bR)-9-(Bromo)-2-(3-furanyl)-dodecahydro-6a,10b-dimethyl-4,10-dioxo-2H-naphtho[2,1-c]pyran-7-carboxylic acid methyl ester), [N-]=[N+]=[N-].[Na+] (sodium azide), C(C)(=O)O (acetic acid). Solvent: CN(C)C=O (DMF). The product is COC(=O)[C@H]1[C@@]2(CC[C@H]3C(O[C@@H](C[C@@]3([C@H]2C([C@H](C1)N=[N+]=[N-])=O)C)C1=COC=C1)=O)C ((2S,4aR,6aR,7R,9S,10aS,10bR)-9-(Azido)-2-(3-furanyl)-dodecahydro-6a,10b-dimethyl-4,10-dioxo-2H-naphtho[2,1-c]pyran-7-carboxylic acid methyl ester). Isolated yield 87.5%. Reaction SMILES: [CH3:1][O:2][C:3]([C@@H:5]1[CH2:18][C@@H:17](Br)[C:16](=[O:20])[C@H:15]2[C@@:6]1([CH3:28])[CH2:7][CH2:8][C@H:9]1[C@:14]2([CH3:21])[CH2:13][C@@H:12]([C:22]2[CH:26]=[CH:25][O:24][CH:23]=2)[O:11][C:10]1=[O:27])=[O:4].[N-:29]=[N+:30]=[N-:31].[Na+].C(O)(=O)C.O>CN(C=O)C>[CH3:1][O:2][C:3]([C@@H:5]1[CH2:18][C@H:17]([N:29]=[N+:30]=[N-:31])[C:16](=[O:20])[C@H:15]2[C@@:6]1([CH3:28])[CH2:7][CH2:8][C@@H:9]1[C@:14]2([CH3:21])[CH2:13][C@@H:12]([C:22]2[CH:26]=[CH:25][O:24][CH:23]=2)[O:11][C:10]1=[O:27])=[O:4] |f:1.2|. Procedure: A solution of 36 (0.10 g, 0.22 mmol), sodium azide (0.05 g, 0.77 mmol) and glacial acetic acid in DMF (3 mL) was stirred at room temperature for 4 h. H2O (30 mL) was added and the mixture was extracted with EtOAc (20 mL). The EtOAc solution was washed with H2O (2×20 mL) and saturated NaCl (20 mL) and dried (Na2SO4). Removal of the solvent under reduced pressure afforded a crude solid. The crude solid was purified by column chromatography (eluent: 30% EtOAc/n-hexanes) to afford 0.08 g (86%) of 38... Reactants: OS(=O)[O-].[Na+] (NaHSO3), CSC1=C(C(=NO1)C1=CC=CC=C1)C1=CC=C(C=C1)S(=O)(=O)N (4-[5-methylthio-3-phenylisoxazol-4-yl]benzenesulfonamide), C1=CC(=CC(=C1)Cl)C(=O)OO (MCPBA). Solvent: ClCCl (Dichloromethane), ClCCl (dichloromethane). Conditions: temperature 0 celsius, time 1 hour. Product: CS(=O)C1=C(C(=NO1)C1=CC=CC=C1)C1=CC=C(C=C1)S(=O)(=O)N (4-[5-methylsulfinyl-3-phenylisoxazol-4-yl]benzenesulfonamide). The yield is 36.3%. As a reaction SMILES: [CH3:1][S:2][C:3]1[O:7][N:6]=[C:5]([C:8]2[CH:13]=[CH:12][CH:11]=[CH:10][CH:9]=2)[C:4]=1[C:14]1[CH:19]=[CH:18][C:17]([S:20]([NH2:23])(=[O:22])=[O:21])=[CH:16][CH:15]=1.C1C=C(Cl)C=C(C(OO)=[O:32])C=1.OS([O-])=O.[Na+]>ClCCl>[CH3:1][S:2]([C:3]1[O:7][N:6]=[C:5]([C:8]2[CH:9]=[CH:10][CH:11]=[CH:12][CH:13]=2)[C:4]=1[C:14]1[CH:19]=[CH:18][C:17]([S:20]([NH2:23])(=[O:22])=[O:21])=[CH:16][CH:15]=1)=[O:32] |f:2.3|. Procedure details: To a chilled solution (-78° C.) of 4-[5-methylthio-3-phenylisoxazol-4-yl]benzenesulfonamide (Example 58) (0.256 g, 0.814 mmol) in dichloromethane (8 mL) was added MCPBA (0.234 g of 60% reagent, 0.814 mmol). After 1 hour, the reaction was warmed to 0° C. and held there for an additional hour. Dichloromethane (30 mL) and a solution of NaHSO3 were added and mixed for 5 minutes. The resulting mixture was extracted with ethyl acetate (20 mL) and the layers separated. The organic phase was washed with... The reactants are Cl.COC1=C2CCN(CC2=CC=C1)CC1=CC=C(C=C1)[C@H](C)N ((S)-1-[4-(5-methoxy-3,4-dihydro-1H-isoquinolin-2-ylmethyl)-phenyl]-ethylamine hydrochloride), S1C=NC=C1C(=O)O (Thiazole-5-carboxylic acid), CCN(C(C)C)C(C)C (DIPEA), CN(C)C(=[N+](C)C)ON1C2=C(C=CC=C2)N=N1.[B-](F)(F)(F)F (TBTU), CCN(C(C)C)C(C)C (DIPEA). Solvent: CN(C)C=O (DMF), CN(C)C=O (DMF). Run at time 2 hour. Product: COC1=C2CCN(CC2=CC=C1)CC1=CC=C(C=C1)[C@H](C)NC(=O)C1=CN=CS1 (Thiazole-5-carboxylic acid {(S)-1-[4-(5-methoxy-3,4-dihydro-1H-isoquinolin-2-ylmethyl)-phenyl]-ethyl}-amide). As a reaction SMILES: [S:1]1[C:5]([C:6]([OH:8])=O)=[CH:4][N:3]=[CH:2]1.CCN(C(C)C)C(C)C.CN(C(ON1N=NC2C=CC=CC1=2)=[N+](C)C)C.[B-](F)(F)(F)F.Cl.[CH3:41][O:42][C:43]1[CH:52]=[CH:51][CH:50]=[C:49]2[C:44]=1[CH2:45][CH2:46][N:47]([CH2:53][C:54]1[CH:59]=[CH:58][C:57]([C@@H:60]([NH2:62])[CH3:61])=[CH:56][CH:55]=1)[CH2:48]2>CN(C=O)C>[CH3:41][O:42][C:43]1[CH:52]=[CH:51][CH:50]=[C:49]2[C:44]=1[CH2:45][CH2:46][N:47]([CH2:53][C:54]1[CH:55]=[CH:56][C:57]([C@@H:60]([NH:62][C:6]([C:5]3[S:1][CH:2]=[N:3][CH:4]=3)=[O:8])[CH3:61])=[CH:58][CH:59]=1)[CH2:48]2 |f:2.3,4.5|. Reported procedure: 37 mg (0.29 mmol) Thiazole-5-carboxylic acid, 83 μl (0.48 mmol) DIPEA and 154 mg (0.481 mmol) TBTU in 0.5 mL DMF are stirred for 10 min at r.t. Then 80 mg (0.24 mmol) (S)-1-[4-(5-methoxy-3,4-dihydro-1H-isoquinolin-2-ylmethyl)-phenyl]-ethylamine hydrochloride (example XXXIII.2) in 1.0 mL DMF and 102 μl (0.601 mmol) DIPEA are added and the resulting mixture is stirred at r.t. for 2 h. After that time, the reaction is quenched by the addition of 200 μL water and purified by HPLC.